From a dataset of the Open Reaction Database (ORD), a public repository of structured organic reaction records. describe an organic reaction: reactants, conditions, products, and yield Reactants: N[C@H](CO)C(=O)O (D-serine), COC1=CC=C(C=O)C=C1 (p-methoxybenzaldehyde). Product: COC1=CC=C(CN[C@H](CO)C(=O)O)C=C1 (N-(4-Methoxybenzyl)-D-serine), solid. Isolated yield 57.0%. RXN SMILES: [NH2:1][C@@H:2]([C:5]([OH:7])=[O:6])[CH2:3][OH:4].[CH3:8][O:9][C:10]1[CH:17]=[CH:16][C:13]([CH:14]=O)=[CH:12][CH:11]=1>>[CH3:8][O:9][C:10]1[CH:17]=[CH:16][C:13]([CH2:14][NH:1][C@@H:2]([C:5]([OH:7])=[O:6])[CH2:3][OH:4])=[CH:12][CH:11]=1. Procedure details: The title compound was prepared from D-serine (29.6 g, 0.3 mmol) and p-methoxybenzaldehyde (68.0 mL, 0.6 mmol) according to Method W and was obtained as a white solid (36.2 g, 57%) that required no further purification. δH (DMSO-d6) 7.37 (2H, dd, J 8.7 and 1.9 Hz), 6.93 (2H, dd, J 8.7 and 1.9 Hz), 3.99 (2H, s), 3.55 (3H, s), 3.73 (3H, m), 3.15 (1H, t, J 4.7 Hz). Some exchangeable protons were not observed. LCMS (ES+) 225.8 (M+H)+. The reactants are CC(C)(C)OC(=O)N(C(=O)OC(C)(C)C)c1ncc(Br)nc1-c1nnc(-c2ccccc2)o1, CN(C)c1ccc(P(C(C)(C)C)C(C)(C)C)cc1, Cc1ccccc1, ClCCl, Cl[Pd]Cl, [K+], [K+], O=C([O-])[O-], CC1(C)OB(C2=CCC3(CC2)OCCO3)OC1(C)C, O. Product: CC(C)(C)OC(=O)N(C(=O)OC(C)(C)C)c1ncc(C2=CCC3(CC2)OCCO3)nc1-c1nnc(-c2ccccc2)o1. As a reaction SMILES: [Br:1][c:2]1[n:3][c:4](-[c:23]2[o:24][c:25](-[c:28]3[cH:29][cH:30][cH:31][cH:32][cH:33]3)[n:26][n:27]2)[c:5]([N:8]([C:9]([O:10][C:11]([CH3:12])([CH3:13])[CH3:14])=[O:15])[C:16](=[O:17])[O:18][C:19]([CH3:20])([CH3:21])[CH3:22])[n:6][cH:7]1.[C:53]([P:54]([C:55]([CH3:56])([CH3:57])[CH3:58])[c:59]1[cH:60][cH:61][c:62]([N:63]([CH3:64])[CH3:65])[cH:66][cH:67]1)([CH3:68])([CH3:69])[CH3:70].[CH3:77][c:78]1[cH:79][cH:80][cH:81][cH:82][cH:83]1.[Cl:85][CH2:86][Cl:87].[Cl:88][Pd:89][Cl:90].[K+:71].[K+:72].[O-:73][C:74]([O-:75])=[O:76].[O:34]1[CH2:35][CH2:36][O:37][C:38]12[CH2:39][CH:40]=[C:41]([B:44]1[O:45][C:46]([CH3:47])([CH3:48])[C:49]([CH3:50])([CH3:51])[O:52]1)[CH2:42][CH2:43]2.[OH2:84]>>[c:2]1([C:41]2=[CH:40][CH2:39][C:38]3([O:34][CH2:35][CH2:36][O:37]3)[CH2:43][CH2:42]2)[n:3][c:4](-[c:23]2[o:24][c:25](-[c:28]3[cH:29][cH:30][cH:31][cH:32][cH:33]3)[n:26][n:27]2)[c:5]([N:8]([C:9]([O:10][C:11]([CH3:12])([CH3:13])[CH3:14])=[O:15])[C:16](=[O:17])[O:18][C:19]([CH3:20])([CH3:21])[CH3:22])[n:6][cH:7]1.